Task: describe an organic reaction: reactants, conditions, products, and yield. Dataset: the Open Reaction Database (ORD), a public repository of structured organic reaction records Reactants: C1(=CC=CC=C1)CCC=CCCCCCCCOC1OCCCC1 (2-(11-Phenyl-8-undecenyloxy)-tetrahydropyran), Cl (hydrochloric acid), C([O-])(O)=O.[Na+] (sodium bicarbonate). Solvent: O1CCCC1 (tetrahydrofuran). The product is C1(=CC=CC=C1)CCC=CCCCCCCCO (11-Phenyl-8-undecenol). Reaction SMILES: [C:1]1([CH2:7][CH2:8][CH:9]=[CH:10][CH2:11][CH2:12][CH2:13][CH2:14][CH2:15][CH2:16][CH2:17][O:18]C2CCCCO2)[CH:6]=[CH:5][CH:4]=[CH:3][CH:2]=1.Cl.C(=O)(O)[O-].[Na+]>O1CCCC1>[C:1]1([CH2:7][CH2:8][CH:9]=[CH:10][CH2:11][CH2:12][CH2:13][CH2:14][CH2:15][CH2:16][CH2:17][OH:18])[CH:6]=[CH:5][CH:4]=[CH:3][CH:2]=1 |f:2.3|. Procedure details: A solution of the product of step (b) (8.7 g) in tetrahydrofuran (150 ml) of 2M hydrochloric acid was stirred at room temperature for 4 hours. The mixture was neutralised with sodium bicarbonate solution and extracted with dichloromethane. Evaporation of the extract and chromatography of the residue on silica gel eluting with 1:1 ether:hexane to remove starting material, then with ether, gave the title product as a pale oil. Reactants: COC1=C(C=C(C2=CC=CC=C12)OC)C=O (1,4-dimethoxy-naphthalene-2-carboxaldehyde), C(C)(=O)[O-].[NH4+] (ammonium acetate), [N+](=O)([O-])CC (nitroethane). Reaction conditions: temperature 60 celsius, time 8 hour. The product is COC1=C(C=C(C2=CC=CC=C12)OC)C=C(C)[N+](=O)[O-] (1-(1,4-Dimethoxy-naphthalen-2-yl)-2-nitropropene). Reaction SMILES: [CH3:1][O:2][C:3]1[C:12]2[C:7](=[CH:8][CH:9]=[CH:10][CH:11]=2)[C:6]([O:13][CH3:14])=[CH:5][C:4]=1[CH:15]=O.C([O-])(=O)C.[NH4+].[N+:22]([CH2:25][CH3:26])([O-:24])=[O:23]>>[CH3:1][O:2][C:3]1[C:12]2[C:7](=[CH:8][CH:9]=[CH:10][CH:11]=2)[C:6]([O:13][CH3:14])=[CH:5][C:4]=1[CH:15]=[C:25]([N+:22]([O-:24])=[O:23])[CH3:26] |f:1.2|. Reported procedure: To a solution of the product from Step A (0.8 g, 2.93 mmol) in nitroethane (10 mL) was added ammonium acetate (0.45 g, 5.84 mmol). The mixture was stirred at 60° C. overnight. The excess nitroethane was removed and the residue purified by flash chromatography (silica gel, ethyl acetate/hexane: 0.5/9.5) to give 0.5 g of a yellow solid: 1H NMR (DMSO-d6) δ 2.45 (s, 3H, CH3), 3.84 (s, 3H, OCH3), 4.00 (s, 3H, OCH3), 6.95 (s, 1H, Ar—H), 7.65 (m, 2H, Ar—H), 8.10 (m, 2H, Ar—H), 8.29 (s, 1H, CH═). Starting materials: ClC=1C=C(C=CC1Cl)C=1C(=NC=CN1)N1CCNCC1 (3′-(3,4-dichloro-phenyl)-3,4,5,6-tetrahydro-2H-[1,2′]bipyrazinyl), CC1=NN(C(=C1C=O)C)C1=CC=CC=C1 (3,5-dimethyl-1-phenyl-1H-pyrazole-4-carbaldehyde), C(C)(=O)O[BH-](OC(C)=O)OC(C)=O.[Na+] (sodium triacetoxyborohydride). Run in ClCCCl (DCE). Reaction conditions: time 44 hour. The product is Cl.ClC=1C=C(C=CC1Cl)C=1C(=NC=CN1)N1CCN(CC1)CC=1C(=NN(C1C)C1=CC=CC=C1)C (3′-(3,4-Dichloro-phenyl)-4-(3,5-dimethyl-1-phenyl-1H-pyrazol-4-ylmethyl)-3,4,5,6-tetrahydro-2H-[1,2′]bipyrazinyl hydrochloride). The yield is 33.6%. Reaction SMILES: [Cl:1][C:2]1[CH:3]=[C:4]([C:9]2[C:10]([N:15]3[CH2:20][CH2:19][NH:18][CH2:17][CH2:16]3)=[N:11][CH:12]=[CH:13][N:14]=2)[CH:5]=[CH:6][C:7]=1[Cl:8].[CH3:21][C:22]1[C:26]([CH:27]=O)=[C:25]([CH3:29])[N:24]([C:30]2[CH:35]=[CH:34][CH:33]=[CH:32][CH:31]=2)[N:23]=1.C(O[BH-](OC(=O)C)OC(=O)C)(=O)C.[Na+]>ClCCCl>[ClH:1].[Cl:1][C:2]1[CH:3]=[C:4]([C:9]2[C:10]([N:15]3[CH2:16][CH2:17][N:18]([CH2:27][C:26]4[C:22]([CH3:21])=[N:23][N:24]([C:30]5[CH:35]=[CH:34][CH:33]=[CH:32][CH:31]=5)[C:25]=4[CH3:29])[CH2:19][CH2:20]3)=[N:11][CH:12]=[CH:13][N:14]=2)[CH:5]=[CH:6][C:7]=1[Cl:8] |f:2.3,5.6|. Reported procedure: Combine 3′-(3,4-dichloro-phenyl)-3,4,5,6-tetrahydro-2H-[1,2′]bipyrazinyl (0.0590 g, 0.191 mmol) and 3,5-dimethyl-1-phenyl-1H-pyrazole-4-carbaldehyde (0.0592 gm, 0.300 mmol) in DCE (5 mL), stir 10 min, and add sodium triacetoxyborohydride (0.838 gm, 0.400 mmol). Stir at ambient temperature for 44 hr. and purify by SCX chromatography, followed by silica gel chromatography, eluting with 0-50% THF in hexanes to give the free base of the title compound (0.017 gm, 18%). Convert the free base to the hy...